From a dataset of the Open Reaction Database (ORD), a public repository of structured organic reaction records. describe an organic reaction: reactants, conditions, products, and yield Starting materials: BrC(C(=O)Cl)C(C)C (2-bromo-3-methylbutyryl chloride), NC1=C(C=CC=C1)O (2-aminophenol), C(O)([O-])=O.[Na+] (sodium hydrogencarbonate), O (water). Run in C(C)(=O)OCC (ethyl acetate), C(C)(=O)OCC (ethyl acetate). Yields the product BrC(C(=O)NC1=C(C=CC=C1)O)C(C)C (2-(2-bromo-3-methylbutyryl)aminophenol). As a reaction SMILES: [NH2:1][C:2]1[CH:7]=[CH:6][CH:5]=[CH:4][C:3]=1[OH:8].C(=O)([O-])O.[Na+].O.[Br:15][CH:16]([CH:20]([CH3:22])[CH3:21])[C:17](Cl)=[O:18]>C(OCC)(=O)C>[Br:15][CH:16]([CH:20]([CH3:22])[CH3:21])[C:17]([NH:1][C:2]1[CH:7]=[CH:6][CH:5]=[CH:4][C:3]=1[OH:8])=[O:18] |f:1.2|. Reported procedure: To a mixture of 2-aminophenol (27 25 g), sodium hydrogencarbonate (31.5 g), ethyl acetate (250 ml), and water (200 ml), a solution of 2-bromo-3-methylbutyryl chloride (49.8 g) in ethyl acetate (100 ml) was added dropwise with ice-cooling and with stirring. After stirring with ice-cooling for further 1 hour, the ethyl acetate layer was separated, washed with water, and dried (MgSO4), and the solvent was evaporated off. The residue was crystallized from hexane, to give 2-(2-bromo-3-methylbutyryl)a... Starting materials: ClC1=CC=C(C(=O)N[C@@H]2CN(C[C@H]2O)C2CCCCC2)C=C1 (trans-4-chloro-N-(1-cyclohexyl-4-hydroxy-3-pyrrolidinyl)benzamide). Solvent: S(=O)(=O)(Cl)Cl (sulfonyl chloride). Run at time 8 hour. Yields the product Cl.ClC1=CC=C(C=C1)C=1OC2=C(N1)CN(C2)C2CCCCC2 (2-(4-Chlorophenyl)-5-cyclohexyl-5,6-dihydro-4H-pyrrolo[3,4-d]oxazole Hydrochloride). RXN SMILES: [Cl:1][C:2]1[CH:22]=[CH:21][C:5]([C:6]([NH:8][C@H:9]2[C@H:13]([OH:14])[CH2:12][N:11]([CH:15]3[CH2:20][CH2:19][CH2:18][CH2:17][CH2:16]3)[CH2:10]2)=O)=[CH:4][CH:3]=1>S(Cl)(Cl)(=O)=O>[ClH:1].[Cl:1][C:2]1[CH:22]=[CH:21][C:5]([C:6]2[O:14][C:13]3[CH2:12][N:11]([CH:15]4[CH2:20][CH2:19][CH2:18][CH2:17][CH2:16]4)[CH2:10][C:9]=3[N:8]=2)=[CH:4][CH:3]=1 |f:2.3|. Reported procedure: Two grams of trans-4-chloro-N-(1-cyclohexyl-4-hydroxy-3-pyrrolidinyl)benzamide was dissolved in 50 ml of cold (0° C.) sulfonyl chloride; the solution was allowed to warm to room temperature and stirred overnight. Excess sulfonyl chloride was removed at 50° C./60 mm. Fifty milliliters of carbon tetrachloride was added to the residue and then evaporated under vacuum. When acetone was added to the residue, it crystallized to a white solid (quantitative yield). Recrystallization from absolute ethano...